Task: describe an organic reaction: reactants, conditions, products, and yield. Dataset: the Open Reaction Database (ORD), a public repository of structured organic reaction records Starting materials: B(OC(C)C)(OC(C)C)OC(C)C (triisopropyl borate), C(CCC)[Li] (butyllithium), OC(C)(C)C(C)(C)O (pinacol), O1C(CCCC1)N1N=CC=C1 (1-(tetrahydro-2H-pyran-2-yl)-1H-pyrazole). The solvent is C1CCOC1 (THF). Conditions: time 5 minute. Yields the product O1C(CCCC1)N1N=CC=C1B1OC(C(O1)(C)C)(C)C (1-(tetrahydro-2H-pyran-2-yl)-5-(4,4,5,5-tetramethyl-1,3,2-dioxaborolan-2-yl)-1H-pyrazole). Isolated yield 38.0%. As a reaction SMILES: [O:1]1[CH2:6][CH2:5][CH2:4][CH2:3][CH:2]1[N:7]1[CH:11]=[CH:10][CH:9]=[N:8]1.C([Li])CCC.OC(C(O)(C)C)(C)C.[B:25]([O:34][CH:35]([CH3:37])[CH3:36])([O:30][CH:31]([CH3:33])[CH3:32])OC(C)C>C1COCC1>[O:1]1[CH2:6][CH2:5][CH2:4][CH2:3][CH:2]1[N:7]1[C:11]([B:25]2[O:30][C:31]([CH3:32])([CH3:33])[C:35]([CH3:36])([CH3:37])[O:34]2)=[CH:10][CH:9]=[N:8]1. Reported procedure: To a 500 ml flask was added 1-(tetrahydro-2H-pyran-2-yl)-1H-pyrazole 14.1.A and 100 ml of THF. The solution was cooled to −78° C. at which time butyllithium (52 ml, 83 mmole, 1.6M in hexanes) and pinacol (9.8 g, 83 mmole) were added. The reaction was stirred for 5 minutes at −78 C and then triisopropyl borate (19 g, 103 mmole) was added. The reaction was slowly warmed to room temperature over 90 minutes and then stirred at room temperature for an additional 16 hours at which time the reaction wa... Reactants: CC(CCCCCC)Br (2-octyl bromide), [OH-].[K+] (potassium hydroxide), OC=1C(C2=CC3=CC(=CC=C3C2=CC1)O)=O (2,7-dihydroxylfluorenone). The solvent is C(C)O (ethanol). Product: OC=1C(C2=CC3=CC(=CC=C3C2=CC1)OC(C)CCCCCC)=O (2-hydroxy-7-(2-octyloxy)-fluorenone). As a reaction SMILES: [CH3:1][CH:2](Br)[CH2:3][CH2:4][CH2:5][CH2:6][CH2:7][CH3:8].[OH:10][C:11]1[C:12](=[O:25])[C:13]2[C:21](=[CH:22][CH:23]=1)[C:20]1[C:15](=[CH:16][C:17]([OH:24])=[CH:18][CH:19]=1)[CH:14]=2.[OH-].[K+]>C(O)C>[OH:10][C:11]1[C:12](=[O:25])[C:13]2[C:21](=[CH:22][CH:23]=1)[C:20]1[C:15](=[CH:16][C:17]([O:24][CH:2]([CH2:3][CH2:4][CH2:5][CH2:6][CH2:7][CH3:8])[CH3:1])=[CH:18][CH:19]=1)[CH:14]=2 |f:2.3|. Procedure: According to a known method, optically active 2-octyl bromide and 2,7-dihydroxylfluorenone were reacted in ethanol in the presence of potassium hydroxide. The resultant reaction mixture was purified by a column chromatography and recrystallization to obtain optically active 2-hydroxy-7-(2-octyloxy)-fluorenone. The reactants are COc1ccc(C2=C(Br)C(=O)C(C)(C)O2)cc1, O=C([O-])[O-], CC1(C)OB(c2ccc(OCc3ccccc3)cc2)OC1(C)C, Cc1ccccc1, [Cs+], [Cs+], O. Product: COc1ccc(C2=C(c3ccc(OCc4ccccc4)cc3)C(=O)C(C)(C)O2)cc1. RXN SMILES: [Br:1][C:2]1=[C:6]([c:7]2[cH:8][cH:9][c:10]([O:13][CH3:14])[cH:11][cH:12]2)[O:5][C:4]([CH3:15])([CH3:16])[C:3]1=[O:17].[C:41](=[O:42])([O-:43])[O-:44].[CH2:18]([c:19]1[cH:20][cH:21][cH:22][cH:23][cH:24]1)[O:25][c:26]1[cH:27][cH:28][c:29]([B:32]2[O:33][C:34]([CH3:35])([CH3:36])[C:37]([CH3:38])([CH3:39])[O:40]2)[cH:30][cH:31]1.[CH3:47][c:48]1[cH:49][cH:50][cH:51][cH:52][cH:53]1.[Cs+:45].[Cs+:46].[OH2:54]>>[C:2]1([c:29]2[cH:28][cH:27][c:26]([O:25][CH2:18][c:19]3[cH:20][cH:21][cH:22][cH:23][cH:24]3)[cH:31][cH:30]2)=[C:6]([c:7]2[cH:8][cH:9][c:10]([O:13][CH3:14])[cH:11][cH:12]2)[O:5][C:4]([CH3:15])([CH3:16])[C:3]1=[O:17].